This data is from the Open Reaction Database (ORD), a public repository of structured organic reaction records. The task is: describe an organic reaction: reactants, conditions, products, and yield Starting materials: COc1ccc(Oc2ccc(S(=O)(=O)C3CCCCN(OC(c4ccccc4)(c4ccccc4)c4ccccc4)C3=O)cc2)cc1, ClCCl, O=C(O)C(F)(F)F. The product is COc1ccc(Oc2ccc(S(=O)(=O)C3CCCCN(O)C3=O)cc2)cc1. RXN SMILES: [CH3:1][O:2][c:3]1[cH:4][cH:5][c:6]([O:7][c:8]2[cH:9][cH:10][c:11]([S:14](=[O:15])(=[O:16])[CH:17]3[C:18](=[O:44])[N:19]([O:24][C:25]([c:26]4[cH:27][cH:28][cH:29][cH:30][cH:31]4)([c:32]4[cH:33][cH:34][cH:35][cH:36][cH:37]4)[c:38]4[cH:39][cH:40][cH:41][cH:42][cH:43]4)[CH2:20][CH2:21][CH2:22][CH2:23]3)[cH:12][cH:13]2)[cH:45][cH:46]1.[Cl:54][CH2:55][Cl:56].[F:47][C:48]([F:49])([F:50])[C:51]([OH:52])=[O:53]>>[CH3:1][O:2][c:3]1[cH:4][cH:5][c:6]([O:7][c:8]2[cH:9][cH:10][c:11]([S:14](=[O:15])(=[O:16])[CH:17]3[C:18](=[O:44])[N:19]([OH:24])[CH2:20][CH2:21][CH2:22][CH2:23]3)[cH:12][cH:13]2)[cH:45][cH:46]1. Reactants: Cl.Cl.N1(CCC1)C1CCN(CC1)CC1=CC=CC=C1 (4-(azetidin-1-yl)-1-benzylpiperidine dihydrochloride), O (water). Reagents/catalysts: [C].[Pd] (palladium-carbon). Run in CC(C)O (2-propanol). Reaction conditions: time 23 hour. Yields the product Cl.Cl.N1(CCC1)C1CCNCC1 (4-(Azetidin-1-yl)piperidine dihydrochloride). The yield is 185.1%. RXN SMILES: [ClH:1].Cl.[N:3]1([CH:7]2[CH2:12][CH2:11][N:10](CC3C=CC=CC=3)[CH2:9][CH2:8]2)[CH2:6][CH2:5][CH2:4]1.O>CC(O)C.[C].[Pd]>[ClH:1].[ClH:1].[N:3]1([CH:7]2[CH2:12][CH2:11][NH:10][CH2:9][CH2:8]2)[CH2:6][CH2:5][CH2:4]1 |f:0.1.2,5.6,7.8.9|. Reported procedure: After adding 10% palladium-carbon (600 mg) to a solution of the crude 4-(azetidin-1-yl)-1-benzylpiperidine dihydrochloride (6.55 g) in 2-propanol (50 ml)-water (50 ml), the mixture was stirred for 23 hours at room temperature under a hydrogen atmosphere. The catalyst was filtered and washed with 2-propanol, and then the filtrate was concentrated. Ethanol (10 ml)-hexane (50 ml) was added to the residue to produce suspended precipitate. It was then filtered and washed with 10 ml of ethanol. The fi... The reactants are [N+](=[N-])=C1C(NC2=CC=CC=C12)=O (3-diazooxindole), C(C#C)O (propargyl alcohol). The solvent is C(C)OCC (ethyl ether). Yields the product OCC1=NN2C(NC=3C=CC=CC3C2=C1)=O (2-(Hydroxymethyl)pyrazolo[1,5-c]quinazolin-5(6H)-one). Yield: 55.3%. RXN SMILES: [N+:1](=[C:3]1[C:11]2[C:6](=[CH:7][CH:8]=[CH:9][CH:10]=2)[NH:5][C:4]1=[O:12])=[N-:2].[CH2:13]([OH:16])[C:14]#[CH:15]>C(OCC)C>[OH:16][CH2:13][C:14]1[CH:15]=[C:3]2[N:1]([C:4](=[O:12])[NH:5][C:6]3[CH:7]=[CH:8][CH:9]=[CH:10][C:11]=32)[N:2]=1. Procedure details: 2.0 g (0.0126 mole) of 3-diazooxindole is dissolved in 22 ml of propargyl alcohol (0.378 mole) and refluxed under nitrogen for 3 hours. The reaction mixture is cooled to room temperature and diluted with 10 volumes of ethyl ether. The solid is filtered, washed with ethyl ether and dried to give 2.0 of product (75% direct yield). Recrystallization from methanol gives 1.5 g of title compound, m.p. 286°-288° (sl. dec.). RXN SMILES: [CH3:38][C:39]([OH:40])=[O:41].[CH3:55][C:56]([CH2:57][CH:58]([CH3:59])[CH3:60])=[O:61].[Cl:35][CH2:36][Cl:37].[F:42][C:43]([F:44])([F:45])[C:46]([O:47][C:48](=[O:49])[C:50]([F:51])([F:52])[F:53])=[O:54].[OH:1][C:2]1([C:3]([CH2:4][O:5][C:6]([CH3:7])=[O:8])=[O:9])[CH2:10][CH2:11][CH:12]2[CH:13]3[CH2:14][CH2:15][C:16]4=[CH:17][C:18](=[O:34])[CH:19]=[CH:20][C:21]4([CH3:22])[C:23]3([F:33])[CH:24]([O:28][Si:29]([CH3:30])([CH3:31])[CH3:32])[CH2:25][C:26]12[CH3:27]>>[O:1]([C:2]1([C:3]([CH2:4][O:5][C:6]([CH3:7])=[O:8])=[O:9])[CH2:10][CH2:11][CH:12]2[CH:13]3[CH2:14][CH2:15][C:16]4=[CH:17][C:18](=[O:34])[CH:19]=[CH:20][C:21]4([CH3:22])[C:23]3([F:33])[CH:24]([O:28][Si:29]([CH3:30])([CH3:31])[CH3:32])[CH2:25][C:26]12[CH3:27])[C:39]([CH3:38])=[O:40]. Product: CC(=O)OCC(=O)C1(OC(C)=O)CCC2C3CCC4=CC(=O)C=CC4(C)C3(F)C(O[Si](C)(C)C)CC21C. The reactants are CC(=O)O, CC(=O)CC(C)C, ClCCl, O=C(OC(=O)C(F)(F)F)C(F)(F)F, CC(=O)OCC(=O)C1(O)CCC2C3CCC4=CC(=O)C=CC4(C)C3(F)C(O[Si](C)(C)C)CC21C. The reactants are C(C=C)(=O)OC (Methyl acrylate), C(CS)(=O)OC (methyl thioglycolate), N1CCCCC1 (piperidine), C(C=C)(=O)[O-] (acrylate), N1CCCCC1 (piperidine), C(C=C)(=O)[O-] (acrylate). Run in C(Cl)(Cl)Cl (chloroform). Reaction conditions: time 1 hour. Yields the product COC(=O)CSCCC(=O)OC (Methyl 3-[(methoxycarbonyl)methylthio]propanoate). Yield: 99.3%. RXN SMILES: [C:1]([O:5][CH3:6])(=[O:4])[CH:2]=[CH2:3].[C:7]([O:11][CH3:12])(=[O:10])[CH2:8][SH:9].N1CCCCC1.C([O-])(=O)C=C>C(Cl)(Cl)Cl>[CH3:12][O:11][C:7]([CH2:8][S:9][CH2:3][CH2:2][C:1]([O:5][CH3:6])=[O:4])=[O:10]. Reported procedure: Methyl acrylate (4.25 g, 49.5 mmol) was added dropwise over 20 min to a stirred solution of methyl thioglycolate (5 g, 47.16 mmol) and piperidine (0.10 mL) at rt. When about half of the acrylate had been introduced, more piperidine (0.10 mL) was added. After completion of the addition of the acrylate, the reaction mixture was stirred for 1 h at rt. The mixture was diluted with 100 mL of chloroform. The chloroform layer was washed with water, brine and dried over Na2SO4. The solution was filtered... The reactants are FC(F)(F)c1ccc2cc[nH]c2c1, Ic1ccccc1. Product: FC(F)(F)c1ccc2ccn(-c3ccccc3)c2c1. As a reaction SMILES: [F:1][C:2]([c:3]1[cH:4][cH:5][c:6]2[cH:7][cH:8][nH:9][c:10]2[cH:11]1)([F:12])[F:13].[I:14][c:15]1[cH:16][cH:17][cH:18][cH:19][cH:20]1>>[F:1][C:2]([c:3]1[cH:4][cH:5][c:6]2[cH:7][cH:8][n:9](-[c:15]3[cH:16][cH:17][cH:18][cH:19][cH:20]3)[c:10]2[cH:11]1)([F:12])[F:13].